This data is from the Open Reaction Database (ORD), a public repository of structured organic reaction records. The task is: describe an organic reaction: reactants, conditions, products, and yield The reactants are ClC=1C=2N(C=CN1)C(=NC2)C2CC(C2)=C (8-chloro-3-(3-methylenecyclobutyl)imidazo[1,5-a]pyrazine), B1C2CCCC1CCC2 (9-BBN), O (H2O), NaBO3 H2O, ice H2O, [Na+].[Cl-] (NaCl). Solvent: C1CCOC1 (THF). Reaction conditions: time 17 hour. Yields the product ClC=1C=2N(C=CN1)C(=NC2)C2CC(C2)CO ([3-(8-Chloro-imidazo[1,5-a]pyrazin-3-yl)-cyclobutyl]-methanol). Reaction SMILES: [Cl:1][C:2]1[C:3]2[N:4]([C:8]([CH:11]3[CH2:14][C:13](=[CH2:15])[CH2:12]3)=[N:9][CH:10]=2)[CH:5]=[CH:6][N:7]=1.B1C2CCCC1CCC2.[OH2:25].[Na+].[Cl-]>C1COCC1>[Cl:1][C:2]1[C:3]2[N:4]([C:8]([CH:11]3[CH2:14][CH:13]([CH2:15][OH:25])[CH2:12]3)=[N:9][CH:10]=2)[CH:5]=[CH:6][N:7]=1 |f:3.4|. Procedure details: To a solution of 8-chloro-3-(3-methylenecyclobutyl)imidazo[1,5-a]pyrazine (4.48 g, 20.4 mmol) in anh THF (255 mL) at −78° C. under Ar, 9-BBN (61.2 mL, 0.5 M in THF, 30.6 mmol) was added dropwise over 8 min (a suspension). The cooling bath was replaced with ice-H2O and the reaction was allowed to warm slowly to rt. After being stirred for 17 h, H2O (100 mL,) was added followed by, after ˜5 min, NaBO3—H2O (12.2 g, 122.3 mmol) added in one lot. The reaction was stirred at rt for 5 h and then filter...